This data is from the Open Reaction Database (ORD), a public repository of structured organic reaction records. The task is: describe an organic reaction: reactants, conditions, products, and yield Reactants: C[Si](C)(C)N(C=1C=C(C=CC1)[Mg]Cl)[Si](C)(C)C.C1CCOC1 (3-bis(trimethylsilyl)aminophenyl-magnesium chloride THF), C1=CC(=CC=C1Cl)Br (1,4-bromochlorobenzene), S(O)(O)(=O)=O (sulfuric acid). The reagents and catalysts are C1=CC=C(C=C1)P([C-]2C=CC=C2)C3=CC=CC=C3.C1=CC=C(C=C1)P([C-]2C=CC=C2)C3=CC=CC=C3.Cl[Pd]Cl.[Fe+2] (Pd(dppf)Cl2). Run in C1CCOC1 (THF). Yields the product ClC1=CC=C(C=C1)C1=CC(=CC=C1)N([Si](C)(C)C)[Si](C)(C)C (4-chloro-3'-bis(trimethylsilyl)aminobiphenyl). Reaction SMILES: [CH3:1][Si:2]([N:5]([Si:14]([CH3:17])([CH3:16])[CH3:15])[C:6]1[CH:7]=[C:8]([Mg]Cl)[CH:9]=[CH:10][CH:11]=1)([CH3:4])[CH3:3].C1COCC1.[CH:23]1[C:28]([Cl:29])=[CH:27][CH:26]=[C:25](Br)[CH:24]=1.S(=O)(=O)(O)O>C1COCC1.C1C=CC(P(C2C=CC=CC=2)[C-]2C=CC=C2)=CC=1.C1C=CC(P(C2C=CC=CC=2)[C-]2C=CC=C2)=CC=1.Cl[Pd]Cl.[Fe+2]>[Cl:29][C:28]1[CH:23]=[CH:24][C:25]([C:8]2[CH:9]=[CH:10][CH:11]=[C:6]([N:5]([Si:14]([CH3:17])([CH3:16])[CH3:15])[Si:2]([CH3:4])([CH3:3])[CH3:1])[CH:7]=2)=[CH:26][CH:27]=1 |f:0.1,5.6.7.8|. Reported procedure: 0.5 mol of a 25% strength by weight 3-bis(trimethylsilyl)aminophenyl-magnesium chloride/THF solution is added dropwise in the course of 30 minutes to a boiling solution of 0.5 mol of 1,4-bromochlorobenzene and 0.0025 g of Pd(dppf)Cl2 *CH2Cl2 in 100 ml THF. After stirring under reflux for four hours, the mixture is hydrolyzed with dilute sulfuric acid (conversion 99%, selectivity 97%). The organic phase is freed from the solvent by distillation. The crude 4-chloro-3'-bis(trimethylsilyl)aminobiphe...